Task: describe an organic reaction: reactants, conditions, products, and yield. Dataset: the Open Reaction Database (ORD), a public repository of structured organic reaction records Reactants: N1=CC(=CC=C1)C=1C=C2C(=NC1)N(N=C2C=O)C2OCCCC2 (5-(pyridin-3-yl)-1-(tetrahydro-2H-pyran-2-yl)-1H-pyrazolo[3,4-b]pyridine-3-carbaldehyde), FC=1C=C(C=CC1)C=1C(=C(C=NC1)N)N (5-(3-fluorophenyl)pyridine-3,4-diamine), [S] (sulfur). The solvent is C(CCC)O (n-butanol). Product: FC=1C=C(C=CC1)C=1C2=C(C=NC1)NC(=N2)C2=NN(C1=NC=C(C=C12)C=1C=NC=CC1)C1OCCCC1 (3-(7-(3-fluorophenyl)-3H-imidazo[4,5-c]pyridin-2-yl)-5-(pyridin-3-yl)-1-(tetrahydro-2H-pyran-2-yl)-1H-pyrazolo[3,4-b]pyridine). Reaction SMILES: [N:1]1[CH:6]=[CH:5][CH:4]=[C:3]([C:7]2[CH:8]=[C:9]3[C:15]([CH:16]=O)=[N:14][N:13]([CH:18]4[CH2:23][CH2:22][CH2:21][CH2:20][O:19]4)[C:10]3=[N:11][CH:12]=2)[CH:2]=1.[F:24][C:25]1[CH:26]=[C:27]([C:31]2[C:32]([NH2:38])=[C:33]([NH2:37])[CH:34]=[N:35][CH:36]=2)[CH:28]=[CH:29][CH:30]=1.[S]>C(O)CCC>[F:24][C:25]1[CH:26]=[C:27]([C:31]2[C:32]3[N:38]=[C:16]([C:15]4[C:9]5[C:10](=[N:11][CH:12]=[C:7]([C:3]6[CH:2]=[N:1][CH:6]=[CH:5][CH:4]=6)[CH:8]=5)[N:13]([CH:18]5[CH2:23][CH2:22][CH2:21][CH2:20][O:19]5)[N:14]=4)[NH:37][C:33]=3[CH:34]=[N:35][CH:36]=2)[CH:28]=[CH:29][CH:30]=1 |^3:38|. Procedure details: A solution of 5-(pyridin-3-yl)-1-(tetrahydro-2H-pyran-2-yl)-1H-pyrazolo[3,4-b]pyridine-3-carbaldehyde (CXXXI) (65 mg, 0.21 mmol), 5-(3-fluorophenyl)pyridine-3,4-diamine (LXXV) (45 mg, 0.22 mmol) and sulfur (7 mg, 0.22 mmol) in n-butanol (10 mL) was heated at reflux overnight. The solution was cooled to room temperature, filtered and the solvent was evaporated under reduced pressure to give crude 3-(7-(3-fluorophenyl)-3H-imidazo[4,5-c]pyridin-2-yl)-5-(pyridin-3-yl)-1-(tetrahydro-2H-pyran-2-yl)-1H... The reactants are [BH4-], CCO, CCC(=O)C1CC=CCCCC1, Cl, [Na+]. Yields the product CCC(O)C1CC=CCCCC1. RXN SMILES: [BH4-:13].[CH3:16][CH2:17][OH:18].[CH:1]1([C:9]([CH2:10][CH3:11])=[O:12])[CH2:2][CH:3]=[CH:4][CH2:5][CH2:6][CH2:7][CH2:8]1.[ClH:15].[Na+:14]>>[CH:1]1([CH:9]([CH2:10][CH3:11])[OH:12])[CH2:2][CH:3]=[CH:4][CH2:5][CH2:6][CH2:7][CH2:8]1. Starting materials: [H-].[H-].[H-].[H-].[Li+].[Al+3] (LiAlH4), C[C@@]12CCC[C@H]1C1=CCC=3C=C(C=CC3[C@H]1CC2)O (Estra-1,3,5(10),7-tetraen-3-ol), OS(=O)(=O)O (H2SO4). Run in CCOCC (ether), CCOCC (ether). Conditions: time 1 hour. The product is C[C@@]12C=CC[C@H]1[C@@H]1CCC3C[C@H](CC[C@@H]3[C@H]1CC2)O (Estra-16-en-3β-ol). RXN SMILES: [CH3:1][C@:2]12[CH2:18][CH2:17][C@H:16]3[C:7](=[CH:8][CH2:9][C:10]4[CH:11]=[C:12]([OH:19])[CH:13]=[CH:14][C:15]=43)[C@@H:6]1[CH2:5][CH2:4][CH2:3]2.[H-].[H-].[H-].[H-].[Li+].[Al+3].OS(O)(=O)=O>CCOCC>[CH3:1][C@:2]12[CH2:18][CH2:17][C@H:16]3[C@@H:7]([CH2:8][CH2:9][CH:10]4[C@@H:15]3[CH2:14][CH2:13][C@H:12]([OH:19])[CH2:11]4)[C@@H:6]1[CH2:5][CH:4]=[CH:3]2 |f:1.2.3.4.5.6|. Reported procedure: This synthesis is depicted in FIG. 11. A solution of the ketone 10 (800 mg, 3.10 mmol) in dry ether (5 ml) was added dropwise at RT. to a slurry of LiAlH4 (38 mg, 1 mmol) in ether (3 ml) (e). After 1 h, the mixture was hydrolyzed with 10% aq. H2SO4. After workup (ether), the crude product (802 mg, 9:1-mixture of 12 and 11) was chromatographed on silica gel with CH2Cl2. A small fraction of 11 (70 mg) was eluted first, followed by the main fraction of 12 (705 mg, 87%). M.p. 113-115°, [a]--+36.3° (... The reactants are NC1=C(SC(=C1)C1=CC(=CC=C1)OC)C(=O)N (3-Amino-5-(3-methoxyphenyl)-2-thiophenecarboxamide), C[Si](C)(C)N=C=O (trimethylsilylisocyanate), CN(C=O)C (dimethylformamide). Solvent: ClCCl (dichloromethane). Run at time 3 day. Product: NC(=O)NC1=C(SC(=C1)C1=CC(=CC=C1)O)C(=O)N (3-[(Aminocarbonyl)amino]-5-(3-hydroxyphenyl)-2-thiophenecarboxamide). Reaction SMILES: [NH2:1][C:2]1[CH:6]=[C:5]([C:7]2[CH:12]=[CH:11][CH:10]=[C:9]([O:13]C)[CH:8]=2)[S:4][C:3]=1[C:15]([NH2:17])=[O:16].C[Si]([N:22]=[C:23]=[O:24])(C)C.CN(C)C=O>ClCCl>[NH2:22][C:23]([NH:1][C:2]1[CH:6]=[C:5]([C:7]2[CH:12]=[CH:11][CH:10]=[C:9]([OH:13])[CH:8]=2)[S:4][C:3]=1[C:15]([NH2:17])=[O:16])=[O:24]. Reported procedure: 3-Amino-5-(3-methoxyphenyl)-2-thiophenecarboxamide (0.5 g), trimethylsilylisocyanate (2 mL), dimethylformamide (2 mL) and dichloromethane were heated at reflux for 3 days. After cooling the solid was filtered off, suspended in dichloromethane (100 mL) and treated with boron tribromide (5 mL of a 1M solution in dichloromethane). After 3 days. methanol (50 mL) was added. After 1 h, the solvent was evaporated and the residue was triturated with 2M hydrochloric acid. The title urea was filtered off ... The reactants are C1(\C=C/C(=O)O1)=O (maleic anhydride), NC1=NC=CC=C1 (2-aminopyridine). The solvent is C(C)(=O)O (acetic acid). Product: C/C/1=C(/C(=O)OC1=O)\C (dimethylmaleic anhydride). Yield: 269.6%. As a reaction SMILES: [C:1]1(=[O:7])[O:6][C:4](=[O:5])C=C1.N[C:9]1[CH:14]=[CH:13][CH:12]=CN=1>C(O)(=O)C>[CH3:12][C:13]1=[C:14]([CH3:9])[C:4]([O:6][C:1]1=[O:7])=[O:5]. Procedure details: 58.0 g (0.5 mol) of maleic anhydride and 4.7 g (0.05 mol) of 2-aminopyridine are boiled under reflux for 48 hours in 200 ml of glacial acetic acid. Working up as in Example 1 affords 17.0 g (54%) of dimethylmaleic anhydride with a melting point of 91°-93° C. The reactants are C1CCOC1, CCCC1(C(O)CC=CCN(CCCCCCC(=O)OCC)S(C)(=O)=O)CCC1, Cl, [Li+], [OH-], O. RXN SMILES: [CH2:34]1[O:35][CH2:36][CH2:37][CH2:38]1.[CH2:3]([CH3:4])[O:5][C:6]([CH2:7][CH2:8][CH2:9][CH2:10][CH2:11][CH2:12][N:13]([S:14](=[O:15])(=[O:16])[CH3:17])[CH2:18][CH:19]=[CH:20][CH2:21][CH:22]([C:23]1([CH2:27][CH2:28][CH3:29])[CH2:24][CH2:25][CH2:26]1)[OH:30])=[O:31].[ClH:32].[Li+:1].[OH-:2].[OH2:33]>>[O:5]=[C:6]([CH2:7][CH2:8][CH2:9][CH2:10][CH2:11][CH2:12][N:13]([S:14](=[O:15])(=[O:16])[CH3:17])[CH2:18][CH:19]=[CH:20][CH2:21][CH:22]([C:23]1([CH2:27][CH2:28][CH3:29])[CH2:24][CH2:25][CH2:26]1)[OH:30])[OH:31]. The product is CCCC1(C(O)CC=CCN(CCCCCCC(=O)O)S(C)(=O)=O)CCC1. Starting materials: CN(C)CCO, ClCCl, COc1ccc(C2(O)OC(=O)C(c3ccc4c(c3)OCO4)=C2Cc2cc(OC)c(OC)c(OC)c2)cc1. The product is COc1ccc(C2(OCCCN(C)C)OC(=O)C(c3ccc4c(c3)OCO4)=C2Cc2cc(OC)c(OC)c(OC)c2)cc1. Reaction SMILES: [CH3:38][N:39]([CH3:40])[CH2:41][CH2:42][OH:43].[Cl:44][CH2:45][Cl:46].[O:1]1[CH2:2][O:3][c:4]2[c:5]1[cH:6][cH:7][c:8]([C:10]1=[C:14]([CH2:15][c:16]3[cH:17][c:18]([O:26][CH3:27])[c:19]([O:24][CH3:25])[c:20]([O:22][CH3:23])[cH:21]3)[C:13]([c:28]3[cH:29][cH:30][c:31]([O:34][CH3:35])[cH:32][cH:33]3)([OH:36])[O:12][C:11]1=[O:37])[cH:9]2>>[O:1]1[CH2:2][O:3][c:4]2[c:5]1[cH:6][cH:7][c:8]([C:10]1=[C:14]([CH2:15][c:16]3[cH:17][c:18]([O:26][CH3:27])[c:19]([O:24][CH3:25])[c:20]([O:22][CH3:23])[cH:21]3)[C:13]([c:28]3[cH:29][cH:30][c:31]([O:34][CH3:35])[cH:32][cH:33]3)([O:36][CH2:45][CH2:42][CH2:41][N:39]([CH3:38])[CH3:40])[O:12][C:11]1=[O:37])[cH:9]2. Reactants: C, CCOC(C)=O, O=C(C#CCOC1CCCCO1)c1cn(C(c2ccccc2)(c2ccccc2)c2ccccc2)cn1, C1CCOC1, [Pd]. Product: O=C(CCCOC1CCCCO1)c1cn(C(c2ccccc2)(c2ccccc2)c2ccccc2)cn1. Reaction SMILES: [C:48].[CH3:37][CH2:38][O:39][C:40](=[O:41])[CH3:42].[O:1]1[CH:2]([O:7][CH2:8][C:9]#[C:10][C:11](=[O:12])[c:13]2[n:14][cH:15][n:16]([C:18]([c:19]3[cH:20][cH:21][cH:22][cH:23][cH:24]3)([c:25]3[cH:26][cH:27][cH:28][cH:29][cH:30]3)[c:31]3[cH:32][cH:33][cH:34][cH:35][cH:36]3)[cH:17]2)[CH2:3][CH2:4][CH2:5][CH2:6]1.[O:43]1[CH2:44][CH2:45][CH2:46][CH2:47]1.[Pd:49]>>[O:1]1[CH:2]([O:7][CH2:8][CH2:9][CH2:10][C:11](=[O:12])[c:13]2[n:14][cH:15][n:16]([C:18]([c:19]3[cH:20][cH:21][cH:22][cH:23][cH:24]3)([c:25]3[cH:26][cH:27][cH:28][cH:29][cH:30]3)[c:31]3[cH:32][cH:33][cH:34][cH:35][cH:36]3)[cH:17]2)[CH2:3][CH2:4][CH2:5][CH2:6]1.